This data is from the Open Reaction Database (ORD), a public repository of structured organic reaction records. The task is: describe an organic reaction: reactants, conditions, products, and yield Starting materials: C(C)(C)(C)OC(=O)N(C)CC1=CC=C(C(=O)N(C2=C(C=CC=C2)OC)CCN2CCC(CC2)C(C2=CC=C(C=C2)F)=O)C=C1 (4-(N-tert-Butoxycarbonyl-N-methylamino)methyl-N-{2-[4-(4-fluorobenzoyl)piperidino]ethyl}-N-(2-methoxyphenyl)benzamide), FC(C(=O)O)(F)F (trifluoroacetic acid). The solvent is C(Cl)Cl (methylene chloride). Conditions: time 2 hour. Product: FC1=CC=C(C(=O)C2CCN(CC2)CCN(C(C2=CC=C(C=C2)CNC)=O)C2=C(C=CC=C2)OC)C=C1 (N-{2-[4-(4-Fluorobenzoyl)piperidino]ethyl}-N-(2-methoxyphenyl)-4-(methylamino)methylbenzamide). Isolated yield 98.9%. As a reaction SMILES: C(O[C:6]([N:8]([CH2:10][C:11]1[CH:44]=[CH:43][C:14]([C:15]([N:17]([CH2:26][CH2:27][N:28]2[CH2:33][CH2:32][CH:31]([C:34](=[O:42])[C:35]3[CH:40]=[CH:39][C:38]([F:41])=[CH:37][CH:36]=3)[CH2:30][CH2:29]2)[C:18]2[CH:23]=[CH:22][CH:21]=[CH:20][C:19]=2[O:24][CH3:25])=[O:16])=[CH:13][CH:12]=1)C)=O)(C)(C)C.FC(F)(F)C(O)=O>C(Cl)Cl>[F:41][C:38]1[CH:39]=[CH:40][C:35]([C:34]([CH:31]2[CH2:32][CH2:33][N:28]([CH2:27][CH2:26][N:17]([C:18]3[CH:23]=[CH:22][CH:21]=[CH:20][C:19]=3[O:24][CH3:25])[C:15](=[O:16])[C:14]3[CH:43]=[CH:44][C:11]([CH2:10][NH:8][CH3:6])=[CH:12][CH:13]=3)[CH2:29][CH2:30]2)=[O:42])=[CH:36][CH:37]=1. Reported procedure: 4-(N-tert-Butoxycarbonyl-N-methylamino)methyl-N-{2-[4-(4-fluorobenzoyl)piperidino]ethyl}-N-(2-methoxyphenyl)benzamide (144 mg, 0.239 mmol) was dissolved in methylene chloride (4 ml) to which was subsequently added dropwise trifluoroacetic acid (0.4 ml) while cooling in an ice bath. After 2 hours of stirring at the same temperature, the solvent was removed by evaporation, and the resulting residue was diluted with methylene chloride (10 ml), washed with saturated sodium bicarbonate aqueous soluti... The product is CSc1ccc(Br)c(C)c1. Reactants: Cc1cc(S)ccc1Br, [H-], CI, [Na+], CN(C)C=O. Reaction SMILES: [Br:1][c:2]1[c:3]([CH3:9])[cH:4][c:5]([SH:8])[cH:6][cH:7]1.[H-:11].[I:12][CH3:13].[Na+:10].[O:14]=[CH:15][N:16]([CH3:17])[CH3:18]>>[Br:1][c:2]1[c:3]([CH3:9])[cH:4][c:5]([S:8][CH3:13])[cH:6][cH:7]1. The reactants are ClC1=CC=C(C=C1)SCCNC(C)C (N-[2-[(4-chlorophenyl)thio]ethyl]-1-methylethanamine), B(=O)O[O-].[Na+] (sodium perborate), [OH-].[Na+] (sodium hydroxide). Run in S(O)(O)(=O)=O (sulfuric acid). Product: ClC1=CC=C(C=C1)S(=O)CCNC(C)C (N-[2-[(4-Chlorophenyl)sulfinyl]ethyl]-1-methylethanamine). The yield is 90.6%. Reaction SMILES: [Cl:1][C:2]1[CH:7]=[CH:6][C:5]([S:8][CH2:9][CH2:10][NH:11][CH:12]([CH3:14])[CH3:13])=[CH:4][CH:3]=1.B(O[O-])=[O:16].[Na+].[OH-].[Na+]>S(=O)(=O)(O)O>[Cl:1][C:2]1[CH:3]=[CH:4][C:5]([S:8]([CH2:9][CH2:10][NH:11][CH:12]([CH3:14])[CH3:13])=[O:16])=[CH:6][CH:7]=1 |f:1.2,3.4|. Procedure: A solution of 15.05 g (0.066 mole) of N-[2-[(4-chlorophenyl)thio]ethyl]-1-methylethanamine and 12.0 g (0.0779 mole) of sodium perborate in 400 ml of 1M sulfuric acid was stirred at room temperature for about 18 hr. The solution was made basic with 50% sodium hydroxide and the basic solution was extracted with methylene chloride. The methylene chloride layer was dried with magnesium sulfate and the solvent removed in vacuo to give 14.7 g of solid. Nuclear magnetic resonance analysis showed a 9 to... The reactants are FC(C1=CC=C(C=C1)C1=NSC2=C1C=CC(=C2)OS(=O)(=O)C(F)(F)F)(F)F (Trifluoro-methanesulfonic acid 3-(4-trifluoromethyl-phenyl)-benzo[d]isothiazol-6-yl ester), C(C=C)N(C)C1(CCCC1)C#C (Allyl-(1-ethynyl-cyclopentyl)-methyl-amine). Yields the product C(C=C)N(C1(CCCC1)C#CC1=CC2=C(C(=NS2)C2=CC=C(C=C2)C(F)(F)F)C=C1)C (Allyl-methyl-{1-[3-(4-trifluoromethyl-phenyl)-benzo[d]isothiazol-6-ylethynyl]-cyclopentyl}-amine). As a reaction SMILES: [F:1][C:2]([F:27])([F:26])[C:3]1[CH:8]=[CH:7][C:6]([C:9]2[C:13]3[CH:14]=[CH:15][C:16](OS(C(F)(F)F)(=O)=O)=[CH:17][C:12]=3[S:11][N:10]=2)=[CH:5][CH:4]=1.[CH2:28]([N:31]([C:33]1([C:38]#[CH:39])[CH2:37][CH2:36][CH2:35][CH2:34]1)[CH3:32])[CH:29]=[CH2:30]>>[CH2:28]([N:31]([CH3:32])[C:33]1([C:38]#[C:39][C:16]2[CH:15]=[CH:14][C:13]3[C:9]([C:6]4[CH:5]=[CH:4][C:3]([C:2]([F:1])([F:26])[F:27])=[CH:8][CH:7]=4)=[N:10][S:11][C:12]=3[CH:17]=2)[CH2:34][CH2:35][CH2:36][CH2:37]1)[CH:29]=[CH2:30]. Procedure details: In analogy to example 14.1, Trifluoro-methanesulfonic acid 3-(4-trifluoromethyl-phenyl)-benzo[d]isothiazol-6-yl ester and Allyl-(1-ethynyl-cyclopentyl)-methyl-amine were converted to yield Allyl-methyl-{1-[3-(4-trifluoromethyl-phenyl)-benzo[d]isothiazol-6-ylethynyl]-cyclopentyl}-amine as light yellow oil, MS: 441 (MH+). Starting materials: S1C2=C(C=C1C=O)C=CC=C2 (benzo[b]thiophene-2-carbaldehyde), ClC1=CC=C(CC2C(OC(OC2=O)(C)C)=O)C=C1 (5-(4-chlorobenzyl)-2,2-dimethyl-1,3-dioxane-4,6-dione), BrC=1C=C2C(=C(C(=NC2=CC1)Cl)CC1=CC=C(C=C1)Cl)Cl (6-bromo-2,4-dichloro-3-(4-chlorobenzyl)quinoline). Yields the product S1C2=C(C=C1CC1C(OC(OC1=O)(C)C)=O)C=CC=C2 (5-(Benzo[b]thiophen-2-ylmethyl)-2,2-dimethyl-1,3-dioxane-4,6-dione). RXN SMILES: [S:1]1[C:5]([CH:6]=O)=[CH:4][C:3]2[CH:8]=[CH:9][CH:10]=[CH:11][C:2]1=2.ClC1C=CC(C[CH:18]2[C:23](=[O:24])[O:22][C:21]([CH3:26])([CH3:25])[O:20][C:19]2=[O:27])=CC=1.BrC1C=C2C(=CC=1)N=C(Cl)C(CC1C=CC(Cl)=CC=1)=C2Cl>>[S:1]1[C:5]([CH2:6][CH:18]2[C:23](=[O:24])[O:22][C:21]([CH3:26])([CH3:25])[O:20][C:19]2=[O:27])=[CH:4][C:3]2[CH:8]=[CH:9][CH:10]=[CH:11][C:2]1=2. Procedure details: The title compound was prepared using benzo[b]thiophene-2-carbaldehyde in place of 4-chlorobenzaldehyde using the procedure described for the preparation of 5-(4-chlorobenzyl)-2,2-dimethyl-1,3-dioxane-4,6-dione (Intermediate 3: step a). Reactants: [Al+3], COC(=O)c1ccc(OC)cc1NC(=O)c1ccccc1, CCOC(C)=O, Cc1ccccc1, [Cl-], [Cl-], [Cl-], Cl. Product: COC(=O)c1ccc(O)cc1NC(=O)c1ccccc1. RXN SMILES: [Al+3:2].[C:12]([c:13]1[cH:14][cH:15][cH:16][cH:17][cH:18]1)(=[O:19])[NH:20][c:21]1[c:22]([C:23](=[O:24])[O:25][CH3:26])[cH:27][cH:28][c:29]([O:31][CH3:32])[cH:30]1.[CH3:34][CH2:35][O:36][C:37](=[O:38])[CH3:39].[CH3:5][c:6]1[cH:7][cH:8][cH:9][cH:10][cH:11]1.[Cl-:1].[Cl-:3].[Cl-:4].[ClH:33]>>[C:12]([c:13]1[cH:14][cH:15][cH:16][cH:17][cH:18]1)(=[O:19])[NH:20][c:21]1[c:22]([C:23](=[O:24])[O:25][CH3:26])[cH:27][cH:28][c:29]([OH:31])[cH:30]1. Product: ClC=1C=C(C=C(C1)F)N[C@H]1C(N(C\C=C/C1)[C@H]1CN(CCC1)C(=O)OC(C)(C)C)=O ((R)-tert-butyl 3-((R,Z)-3-(3-chloro-5-fluorophenylamino)-2-oxo-2,3,4,7-tetrahydro-1H-azepin-1-yl)piperidine-1-carboxylate). As a reaction SMILES: [C:1]([O:5][C:6]([N:8]1[CH2:13][CH2:12][CH2:11][C@@H:10]([N:14]([CH2:30]C=C)[C:15](=[O:29])[C@H:16]([NH:20][C:21]2[CH:26]=[C:25]([F:27])[CH:24]=[C:23]([Cl:28])[CH:22]=2)[CH2:17][CH:18]=[CH2:19])[CH2:9]1)=[O:7])([CH3:4])([CH3:3])[CH3:2]>C(Cl)Cl.CCOC(C)=O>[Cl:28][C:23]1[CH:22]=[C:21]([NH:20][C@@H:16]2[CH2:17][CH:18]=[CH:19][CH2:30][N:14]([C@@H:10]3[CH2:11][CH2:12][CH2:13][N:8]([C:6]([O:5][C:1]([CH3:2])([CH3:4])[CH3:3])=[O:7])[CH2:9]3)[C:15]2=[O:29])[CH:26]=[C:25]([F:27])[CH:24]=1. Reagents/catalysts: catalyst. Run in CCOC(=O)C (EtOAc), C(Cl)Cl (DCM). Reported procedure: A solution of (R)-3-{allyl-[(R)-2-(3-chloro-5-fluoro-phenylamino)-pent-4-enoyl]-amino}-piperidine-1-carboxylic acid tert-butyl ester (0.65 g, 1.4 mmol) in DCM (50 mL) was degassed and purged with argon. To the solution was added Grubb's 2nd generation catalyst (0.12 g, 0.13 mmol) and the mixture was refluxed for 90 minutes. After the solution was cooled to rt, the solvent was removed under reduced pressure to afford a solid which was dissolved in EtOAc. The organic phase was washed with brine, a... Reactants: C(C)(C)(C)OC(=O)N1C[C@@H](CCC1)N(C([C@@H](CC=C)NC1=CC(=CC(=C1)F)Cl)=O)CC=C ((R)-3-{allyl-[(R)-2-(3-chloro-5-fluoro-phenylamino)-pent-4-enoyl]-amino}-piperidine-1-carboxylic acid tert-butyl ester). Reactants: C(#N)S.N (ammonium rhodanide), C1(=CC=CC=C1)CCCSC1=CC=C(N)C=C1 (4-(3'-phenyl-propylthio)-aniline), ( b ), Cl (hydrogen chloride), Cl (hydrogen chloride). Run in ClC1=C(C=CC=C1)Cl (1,2-dichlorobenzene). The product is C1(=CC=CC=C1)CCCSC1=CC=C(C=C1)N=C=S (4-(3'-phenyl-propylthio)-phenyl-isothiocyanate). Reaction SMILES: [C:1]1([CH2:7][CH2:8][CH2:9][S:10][C:11]2[CH:17]=[CH:16][C:14]([NH2:15])=[CH:13][CH:12]=2)[CH:6]=[CH:5][CH:4]=[CH:3][CH:2]=1.Cl.[C:19]([SH:21])#N.N>ClC1C=CC=CC=1Cl>[C:1]1([CH2:7][CH2:8][CH2:9][S:10][C:11]2[CH:12]=[CH:13][C:14]([N:15]=[C:19]=[S:21])=[CH:16][CH:17]=2)[CH:2]=[CH:3][CH:4]=[CH:5][CH:6]=1 |f:2.3|. Reported procedure: 6.4 g of the 4-(3'-phenyl-propylthio)-aniline obtained under (b) is dissolved in 50 ml of 1,2-dichlorobenzene, and the solution is saturated at room temperature, with stirring, with anhydrous hydrogen chloride. There is subsequently added 2.5 g of ammonium rhodanide, and the whole is heated, with the continuous introduction of hydrogen chloride, for 6 hours at 130° to 140°. The undissolved constituents are filtered off, and the filtrate is chromatographed through silica gel with 1,2-dichlorobenz... Starting materials: Cl (hydrochloric acid), COC(=O)C1=NC=C(C(=N1)C1=CC=C(C=C1)Cl)OCC1CC1 (4-(4-chloro-phenyl)-5-cyclopropylmethoxy-pyrimidine-2-carboxylic acid methyl ester), solution, [OH-].[Li+] (lithium hydroxide). Solvent: O1CCCC1 (tetrahydrofuran), O (water). Reaction conditions: time 1 hour. Product: ClC1=CC=C(C=C1)C1=NC(=NC=C1OCC1CC1)C(=O)O (4-(4-chloro-phenyl)-5-cyclopropylmethoxy-pyrimidine-2-carboxylic acid). Isolated yield 97.4%. Reaction SMILES: C[O:2][C:3]([C:5]1[N:10]=[C:9]([C:11]2[CH:16]=[CH:15][C:14]([Cl:17])=[CH:13][CH:12]=2)[C:8]([O:18][CH2:19][CH:20]2[CH2:22][CH2:21]2)=[CH:7][N:6]=1)=[O:4].[OH-].[Li+].Cl>O1CCCC1.O>[Cl:17][C:14]1[CH:13]=[CH:12][C:11]([C:9]2[C:8]([O:18][CH2:19][CH:20]3[CH2:21][CH2:22]3)=[CH:7][N:6]=[C:5]([C:3]([OH:4])=[O:2])[N:10]=2)=[CH:16][CH:15]=1 |f:1.2|. Reported procedure: To a solution of 2.655 g 4-(4-chloro-phenyl)-5-cyclopropylmethoxy-pyrimidine-2-carboxylic acid methyl ester in 27 mL tetrahydrofuran was added 11 mL of a 1M solution of lithium hydroxide in water and the mixture was stirred at room temperature for 1 h. The reaction mixture was acidified by addition of 1M hydrochloric acid. The precipitate was collected by filtration washed with water and dried to constant weight under high vacuum to yield 2.473 g of the title compound as white solid, MS 305.1 (M... Starting materials: CC(C)O, Clc1cnc2c(n1)CCCC2, [Cu], [NH4+], [OH-]. The product is Nc1cnc2c(n1)CCCC2. RXN SMILES: [CH:15]([OH:16])([CH3:17])[CH3:18].[Cl:1][c:2]1[n:3][c:4]2[c:9]([n:10][cH:11]1)[CH2:8][CH2:7][CH2:6][CH2:5]2.[Cu:14].[NH4+:13].[OH-:12]>>[c:2]1([NH2:13])[n:3][c:4]2[c:9]([n:10][cH:11]1)[CH2:8][CH2:7][CH2:6][CH2:5]2.